From a dataset of the Open Reaction Database (ORD), a public repository of structured organic reaction records. describe an organic reaction: reactants, conditions, products, and yield Starting materials: ClC=1C=C(C=CC1)C(CNC(CC1=CC2=C(OC(O2)(C(=O)O)C(=O)O)C=C1)C)O (5-{2-[2-(3-chloro-phenyl)-2-hydroxy-ethylamino]-propyl}-benzo[1,3]dioxole-2,2-dicarboxylic acid), C(CCCCCCCCC)O (1-decanol). Yields the product C(CCCCCCCCC)OC(=O)C1(OC2=C(O1)C=CC(=C2)CC(C)NCC(O)C2=CC(=CC=C2)Cl)C(=O)OCCCCCCCCCC (5-{2-[2-(3-Chloro-phenyl)-2-hydroxy-ethylamino]-propyl}-benzo[1,3]dioxole-2,2-dicarboxylic acid bis-decyl ester), O(CC)CC.Cl (Et2O hydrochloride). As a reaction SMILES: [Cl:1][C:2]1[CH:3]=[C:4]([CH:8]([OH:29])[CH2:9][NH:10][CH:11]([CH3:28])[CH2:12][C:13]2[CH:27]=[CH:26][C:16]3[O:17][C:18]([C:23]([OH:25])=[O:24])([C:20]([OH:22])=[O:21])[O:19][C:15]=3[CH:14]=2)[CH:5]=[CH:6][CH:7]=1.[CH2:30](O)[CH2:31][CH2:32][CH2:33][CH2:34][CH2:35][CH2:36][CH2:37][CH2:38][CH3:39]>>[CH2:30]([O:24][C:23]([C:18]1([C:20]([O:22][CH2:30][CH2:31][CH2:32][CH2:33][CH2:34][CH2:35][CH2:36][CH2:37][CH2:38][CH3:39])=[O:21])[O:17][C:16]2[CH:26]=[CH:27][C:13]([CH2:12][CH:11]([NH:10][CH2:9][CH:8]([C:4]3[CH:5]=[CH:6][CH:7]=[C:2]([Cl:1])[CH:3]=3)[OH:29])[CH3:28])=[CH:14][C:15]=2[O:19]1)=[O:25])[CH2:31][CH2:32][CH2:33][CH2:34][CH2:35][CH2:36][CH2:37][CH2:38][CH3:39].[O:17]([CH2:18][CH3:20])[CH2:16][CH3:15].[ClH:1] |f:3.4|. Procedure details: The title compound was prepared from 5-{2-[2-(3-chloro-phenyl)-2-hydroxy-ethylamino]-propyl}-benzo[1,3]dioxole-2,2-dicarboxylic acid and 1-decanol as a brown gum according to the procedure of Example 1, leaving out the final HCl(g) /Et2O hydrochloride salt forming step: 1H NMR (300 MHz, CDCl3): δ 0.88 (t, J=6.8 Hz, 9H), 1.15-1.40 (m, 24H), 1.52-1.60 (m, 4H), 1.62-1.74 (m, 4H), 2.80 (brt, J=8.8 Hz, 1H), 3.08-3.28 (m, 2H), 3.35-3.52 (m, 2H), 4.28 (t, J=6.7 Hz, 4H), 5.45 (d, J=8.8 Hz, 1H), 6.70-6.9...